This data is from the Open Reaction Database (ORD), a public repository of structured organic reaction records. The task is: describe an organic reaction: reactants, conditions, products, and yield Reactants: CCOP(=O)(OCC)C(F)(CC)C(=O)[O-], [Li]CCCC, CCN1CCC(C)(C)c2cc(C(C)C)cc(C(C)=O)c21, C1CCOC1, CCCCCC. Yields the product CCCN1CCC(C)(C)c2cc(C(C)C)cc(C(C)=O)c21. As a reaction SMILES: [CH2:12]([O:13][P:14]([C:15]([CH2:16][CH3:17])([F:18])[C:19]([O-:20])=[O:21])([O:22][CH2:23][CH3:24])=[O:25])[CH3:26].[CH2:1]([Li:2])[CH2:3][CH2:4][CH3:5].[CH2:27]([CH3:28])[N:29]1[CH2:30][CH2:31][C:32]([CH3:45])([CH3:46])[c:33]2[cH:34][c:35]([CH:42]([CH3:43])[CH3:44])[cH:36][c:37]([C:39]([CH3:40])=[O:41])[c:38]21.[CH2:47]1[O:48][CH2:49][CH2:50][CH2:51]1.[CH3:6][CH2:7][CH2:8][CH2:9][CH2:10][CH3:11]>>[CH3:1][CH2:28][CH2:27][N:29]1[CH2:30][CH2:31][C:32]([CH3:45])([CH3:46])[c:33]2[cH:34][c:35]([CH:42]([CH3:43])[CH3:44])[cH:36][c:37]([C:39]([CH3:40])=[O:41])[c:38]21. The reactants are C(C)OC(C=NNCCCCC)=O ((pentylhydrazono)acetic acid ethyl ester), ClN1C(CCC1=O)=O (N-chlorosuccinimide), C=CC1=CC=CC=C1 (styrene), C([O-])(O)=O.[K+] (potassium bicarbonate). Run in C(C)OC(C)=O (ethylacetate), O (water). Run at temperature 60 celsius. Yields the product C(CCCC)N1N=C(CC1C1=CC=CC=C1)C(=O)OCC (ethyl 1-(n-pentyl)-5-phenyl-4,5-dihydro-(1H)-pyrazole-3-carboxylate). Yield: 22.0%. As a reaction SMILES: [CH2:1]([O:3][C:4](=[O:13])[CH:5]=[N:6][NH:7][CH2:8][CH2:9][CH2:10][CH2:11][CH3:12])[CH3:2].ClN1C(=O)CCC1=O.[CH2:22]=[CH:23][C:24]1[CH:29]=[CH:28][CH:27]=[CH:26][CH:25]=1.C(=O)(O)[O-].[K+]>C(OC(=O)C)C.O>[CH2:8]([N:7]1[CH:23]([C:24]2[CH:29]=[CH:28][CH:27]=[CH:26][CH:25]=2)[CH2:22][C:5]([C:4]([O:3][CH2:1][CH3:2])=[O:13])=[N:6]1)[CH2:9][CH2:10][CH2:11][CH3:12] |f:3.4|. Procedure details: To a magnetically stirred solution of (pentylhydrazono)acetic acid ethyl ester (Intermediate II-1) (35.16 g, 179 mmol) in ethylacetate (450 ml) was added N-chlorosuccinimide (NCS) (26.34 g, 197 mmol) and the resulting mixture was heated at 60° C. for 1 hour in a nitrogen atmosphere. To the reaction mixture was added styrene (41.1 ml, 359 mmol) and potassium bicarbonate (89.8 g, 897 mmol) and water (8 ml). The resulting mixture was heated at 70° C. for 16 hours. The resulting mixture was allowed ... Reactants: Nc1cc(Cl)cnc1Br, CC(F)(F)c1cc(S(=O)(=O)Cl)ccc1Cl, c1ccncc1. Product: CC(F)(F)c1cc(S(=O)(=O)Nc2cc(Cl)cnc2Br)ccc1Cl. As a reaction SMILES: [Br:16][c:17]1[n:18][cH:19][c:20]([Cl:24])[cH:21][c:22]1[NH2:23].[Cl:1][c:2]1[c:3]([C:12]([CH3:13])([F:14])[F:15])[cH:4][c:5]([S:8](=[O:9])(=[O:10])[Cl:11])[cH:6][cH:7]1.[cH:25]1[cH:26][cH:27][n:28][cH:29][cH:30]1>>[Cl:1][c:2]1[c:3]([C:12]([CH3:13])([F:14])[F:15])[cH:4][c:5]([S:8](=[O:9])(=[O:10])[NH:23][c:22]2[c:17]([Br:16])[n:18][cH:19][c:20]([Cl:24])[cH:21]2)[cH:6][cH:7]1.